Dataset: the Open Reaction Database (ORD), a public repository of structured organic reaction records. Task: describe an organic reaction: reactants, conditions, products, and yield RXN SMILES: Cl[C:2]1[N:3]=[CH:4][C:5]2[N:11]([CH3:12])[C:10](=[O:13])[C:9]([F:15])([F:14])[CH2:8][N:7]([CH:16]3[CH2:20][CH2:19][CH2:18][CH2:17]3)[C:6]=2[N:21]=1.[NH2:22][C:23]1[CH:38]=[CH:37][C:26]([C:27]([NH:29][CH:30]2[CH2:35][CH2:34][N:33]([CH3:36])[CH2:32][CH2:31]2)=[O:28])=[CH:25][C:24]=1[O:39][CH:40]([CH3:42])[CH3:41].O.C1(C)C=CC(S(O)(=O)=O)=CC=1.C(O)(C)C>ClCCl.C(=O)([O-])[O-].[Na+].[Na+]>[CH:16]1([N:7]2[CH2:8][C:9]([F:15])([F:14])[C:10](=[O:13])[N:11]([CH3:12])[C:5]3[CH:4]=[N:3][C:2]([NH:22][C:23]4[CH:38]=[CH:37][C:26]([C:27]([NH:29][CH:30]5[CH2:31][CH2:32][N:33]([CH3:36])[CH2:34][CH2:35]5)=[O:28])=[CH:25][C:24]=4[O:39][CH:40]([CH3:42])[CH3:41])=[N:21][C:6]2=3)[CH2:20][CH2:19][CH2:18][CH2:17]1 |f:2.3,6.7.8|. Yields the product C1(CCCC1)N1C2=C(N(C(C(C1)(F)F)=O)C)C=NC(=N2)NC2=C(C=C(C(=O)NC1CCN(CC1)C)C=C2)OC(C)C (4-(9-cyclopentyl-7,7-difluoro-5-methyl-6-oxo-6,7,8,9-tetrahydro-5H-pyrimido[4,5-b][1,4]diazepin-2-ylamino)-3-isopropoxy-N-(1-methyl-piperidin-4-yl)-benzamide). Solvent: ClCCl (dichloromethane), C([O-])([O-])=O.[Na+].[Na+] (sodium carbonate). Procedure: A mixture of 0.10 g (0.32 mmole) of 2-chloro-9-cyclopentyl-7,7-difluoro-5-methyl-5,7,8,9-tetrahydro-pyrimido[4,5-b][1,4]diazepin-6-one (VII-20), 0.11 g (0.38 mmole) of 4-amino-3-isopropoxy-N-(1-methyl-piperidin-4-yl)-benzamide, 0.090 g (0.48 mmole) of p-toluenesulfonic acid monohydrate and 4 mL of isopropanol was heated in a pressure tube at 140 degrees overnight, then cooled and diluted with dichloromethane and saturated sodium carbonate. The mixture was extracted twice with dichloromethane. Th... Isolated yield 71.1%. Starting materials: ClC=1N=CC2=C(N(CC(C(N2C)=O)(F)F)C2CCCC2)N1 (2-chloro-9-cyclopentyl-7,7-difluoro-5-methyl-5,7,8,9-tetrahydro-pyrimido[4,5-b][1,4]diazepin-6-one), NC1=C(C=C(C(=O)NC2CCN(CC2)C)C=C1)OC(C)C (4-amino-3-isopropoxy-N-(1-methyl-piperidin-4-yl)-benzamide), O.C1(=CC=C(C=C1)S(=O)(=O)O)C (p-toluenesulfonic acid monohydrate), C(C)(C)O (isopropanol).